Dataset: the Open Reaction Database (ORD), a public repository of structured organic reaction records. Task: describe an organic reaction: reactants, conditions, products, and yield The reactants are 3-(N-trifluoroacetylamino), 3-amino, C(C)(=O)OCC (ethyl acetate), FC(C(=O)N(C)C=1C(N(C(=CC1)C1=CC=CC=C1)CC(=O)NC(C(C(F)(F)F)=O)C(C)C)=O)(F)F (2-[3-(N-trifluoroacetyl-N-methylamino)-2-oxo-6-phenyl -1,2-dihydro-1-pyridyl]-N-(3,3,3-trifluoro-1-isopropyl -2-oxopropyl)acetamide). The solvent is [Cl-].[Na+].O (brine). Yields the product CNC=1C(N(C(=CC1)C1=CC=CC=C1)CC(=O)NC(C(C(F)(F)F)=O)C(C)C)=O (2-(3-Methylamino-2-oxo-6-phenyl-1,2-dihydro-1-pyridyl)-N-(3,3,3-trifluoro-1-isopropyl-2-oxopropyl)acetamide). RXN SMILES: FC(F)(F)[C:3]([N:5]([C:7]1[C:8](=[O:33])[N:9]([CH2:19][C:20]([NH:22][CH:23]([CH:30]([CH3:32])[CH3:31])[C:24](=[O:29])[C:25]([F:28])([F:27])[F:26])=[O:21])[C:10]([C:13]2[CH:18]=[CH:17][CH:16]=[CH:15][CH:14]=2)=[CH:11][CH:12]=1)C)=O.C(OCC)(=O)C>[Cl-].[Na+].O>[CH3:3][NH:5][C:7]1[C:8](=[O:33])[N:9]([CH2:19][C:20]([NH:22][CH:23]([CH:30]([CH3:31])[CH3:32])[C:24](=[O:29])[C:25]([F:26])([F:27])[F:28])=[O:21])[C:10]([C:13]2[CH:14]=[CH:15][CH:16]=[CH:17][CH:18]=2)=[CH:11][CH:12]=1 |f:2.3.4|. Procedure details: Using a procedure similar to that described above under Example 49.j. for the basic hydrolysis of the analogous 3-(N-trifluoroacetylamino) compound to the 3-amino-compound, but using the following extractive work-up, the title compound was prepared from 2-[3-(N-trifluoroacetyl-N-methylamino)-2-oxo-6-phenyl -1,2-dihydro-1-pyridyl]-N-(3,3,3-trifluoro-1-isopropyl -2-oxopropyl)acetamide. On completion of hydrolysis, ethyl acetate and brine were added. The organic phase was separated, washed (brine),... Starting materials: C(C)(C)(C)OC(=O)N1CCC(=CC1)B1OC(C(O1)(C)C)(C)C (4-(4,4,5,5-tetramethyl-[1,3,2]dioxaborolan-2-yl)-3,6-dihydro-2H-pyridine-1-carboxylic acid tert-butyl ester), C(C)(C)(C)OC(=O)N1CCC(=CC1)C1=C(C=C(C=C1)C1=NC=CC=N1)F (4-(2-fluoro-4-pyrimidin-2-yl-phenyl)-3,6-dihydro-2H-pyridine-1-carboxylic acid tert-butyl ester), BrC1=C(C=C(C(=C1)F)Br)F (1,4-dibromo-2,5-difluoro-benzene). Yields the product C(C)(C)(C)OC(=O)N1CCC(=CC1)C1=C(C=C(C(=C1)F)C1=NC=CC=N1)F (4-(2,5-Difluoro-4-pyrimidin-2-yl-phenyl)-3,6-dihydro-2H-pyridine-1-carboxylic acid tert-butyl ester). Reaction SMILES: C(OC(N1CC=C(B2OC(C)(C)C(C)(C)O2)CC1)=O)(C)(C)C.[C:23]([O:27][C:28]([N:30]1[CH2:35][CH:34]=[C:33]([C:36]2[CH:41]=[CH:40][C:39]([C:42]3[N:47]=[CH:46][CH:45]=[CH:44][N:43]=3)=[CH:38][C:37]=2[F:48])[CH2:32][CH2:31]1)=[O:29])([CH3:26])([CH3:25])[CH3:24].BrC1C=C([F:56])C(Br)=CC=1F>>[C:23]([O:27][C:28]([N:30]1[CH2:31][CH:32]=[C:33]([C:36]2[CH:41]=[C:40]([F:56])[C:39]([C:42]3[N:47]=[CH:46][CH:45]=[CH:44][N:43]=3)=[CH:38][C:37]=2[F:48])[CH2:34][CH2:35]1)=[O:29])([CH3:26])([CH3:24])[CH3:25]. Procedure: The Compound 12AQ was prepared from 4-(4,4,5,5-tetramethyl-[1,3,2]dioxaborolan-2-yl)-3,6-dihydro-2H-pyridine-1-carboxylic acid tert-butyl ester using the procedure as described for the preparation of Compound 4-(2-fluoro-4-pyrimidin-2-yl-phenyl)-3,6-dihydro-2H-pyridine-1-carboxylic acid tert-butyl ester but using 1,4-dibromo-2,5-difluoro-benzene in place of 4-bromo-2-fluoro-1-iodobenzene. RXN SMILES: [CH2:1]([c:2]1[cH:3][cH:4][cH:5][cH:6][cH:7]1)[O:8][C:9](=[O:10])[NH:11][CH:12]1[CH:13]([NH:23][C:24](=[O:25])[O:26][C:27]([CH3:28])([CH3:29])[CH3:30])[CH2:14][CH:15]([C:18](=[O:19])[O:20][CH2:21][CH3:22])[CH2:16][CH2:17]1.[ClH:34].[Li+:33].[O:35]1[CH2:36][CH2:37][CH2:38][CH2:39]1.[OH-:32].[OH2:31]>>[CH2:1]([c:2]1[cH:3][cH:4][cH:5][cH:6][cH:7]1)[O:8][C:9](=[O:10])[NH:11][CH:12]1[CH:13]([NH:23][C:24](=[O:25])[O:26][C:27]([CH3:28])([CH3:29])[CH3:30])[CH2:14][CH:15]([C:18](=[O:19])[OH:20])[CH2:16][CH2:17]1. The product is CC(C)(C)OC(=O)NC1CC(C(=O)O)CCC1NC(=O)OCc1ccccc1. Reactants: CCOC(=O)C1CCC(NC(=O)OCc2ccccc2)C(NC(=O)OC(C)(C)C)C1, Cl, [Li+], C1CCOC1, [OH-], O. Starting materials: Br, Cc1nc2c(OCc3ccccc3)cc(Cl)cn2c1C=O, CC(=O)O. Yields the product Cc1nc2c(O)cc(Cl)cn2c1C=O. Reaction SMILES: [BrH:22].[CH2:1]([c:2]1[cH:3][cH:4][cH:5][cH:6][cH:7]1)[O:8][c:9]1[c:10]2[n:11]([cH:12][c:13]([Cl:15])[cH:14]1)[c:16]([CH:20]=[O:21])[c:17]([CH3:19])[n:18]2.[CH3:23][C:24](=[O:25])[OH:26]>>[OH:8][c:9]1[c:10]2[n:11]([cH:12][c:13]([Cl:15])[cH:14]1)[c:16]([CH:20]=[O:21])[c:17]([CH3:19])[n:18]2. Starting materials: NC1=C2CCN(CC2=CC=C1)C (5-amino-2-methyl-1,2,3,4-tetrahydroisoquinoline), COC1=C(C(=O)Cl)C=CC(=C1)OC (2,4-dimethoxybenzoyl chloride). Run at time 2 hour. The product is Cl.CN1CC2=CC=CC(=C2CC1)NC(C1=C(C=C(C=C1)OC)OC)=O (N-(2-Methyl-1,2,3,4-tetrahydroisoquinolin-5-yl)-2,4-dimethoxybenzamide Hydrochloride). RXN SMILES: [NH2:1][C:2]1[CH:11]=[CH:10][CH:9]=[C:8]2[C:3]=1[CH2:4][CH2:5][N:6]([CH3:12])[CH2:7]2.[CH3:13][O:14][C:15]1[CH:23]=[C:22]([O:24][CH3:25])[CH:21]=[CH:20][C:16]=1[C:17]([Cl:19])=[O:18]>>[ClH:19].[CH3:12][N:6]1[CH2:5][CH2:4][C:3]2[C:8](=[CH:9][CH:10]=[CH:11][C:2]=2[NH:1][C:17](=[O:18])[C:16]2[CH:20]=[CH:21][C:22]([O:24][CH3:25])=[CH:23][C:15]=2[O:14][CH3:13])[CH2:7]1 |f:2.3|. Procedure: To a solution of 5-amino-2-methyl-1,2,3,4-tetrahydroisoquinoline (0.25 g, 1.54 mmol) in ethyl acethate (5 ml) was added 2,4-dimethoxybenzoyl chloride (0.263 g 1.54 mmol). The mixture was stirred under argon for 2 h before the precipithate was filtered off and dried to afford the title compound as white solid. Starting materials: CCCCBr, CC(C)c1ccc(NC(=O)C2CCCc3ccccc32)cc1, [H-], [Na+], CN(C)C=O. The product is CCCCN(C(=O)C1CCCc2ccccc21)c1ccc(C(C)C)cc1. Reaction SMILES: [CH2:23]([CH2:24][CH2:25][CH3:26])[Br:27].[CH:1]([CH3:2])([CH3:3])[c:4]1[cH:5][cH:6][c:7]([NH:10][C:11](=[O:12])[CH:13]2[CH2:14][CH2:15][CH2:16][c:17]3[cH:18][cH:19][cH:20][cH:21][c:22]32)[cH:8][cH:9]1.[H-:28].[Na+:29].[O:30]=[CH:31][N:32]([CH3:33])[CH3:34]>>[CH:1]([CH3:2])([CH3:3])[c:4]1[cH:5][cH:6][c:7]([N:10]([C:11](=[O:12])[CH:13]2[CH2:14][CH2:15][CH2:16][c:17]3[cH:18][cH:19][cH:20][cH:21][c:22]32)[CH2:23][CH2:24][CH2:25][CH3:26])[cH:8][cH:9]1. Starting materials: [Na] (sodium), C(C)(CC)O (sec.-butanol), ClC=1C=CC=C(C1)N1N=CC=2C1=NC=CN2 (5-chloro-phenyl-1H-pyrazolo[3,4-b]pyrazine). The product is C(C)(CC)OC=1N=C2C(=NC1)N(N=C2)C2=CC=CC=C2 (5-sec.-butoxy-1-phenyl-1H-pyrazolo[3,4-b]pyrazine). The yield is 53.0%. RXN SMILES: [Na].Cl[C:3]1[CH:4]=[CH:5][CH:6]=[C:7]([N:9]2[C:13]3=[N:14][CH:15]=[CH:16][N:17]=[C:12]3[CH:11]=[N:10]2)[CH:8]=1.[CH:18]([OH:22])([CH2:20][CH3:21])[CH3:19]>>[CH:18]([O:22][C:16]1[N:17]=[C:12]2[CH:11]=[N:10][N:9]([C:7]3[CH:6]=[CH:5][CH:4]=[CH:3][CH:8]=3)[C:13]2=[N:14][CH:15]=1)([CH2:20][CH3:21])[CH3:19] |^1:0|. Procedure: In 50 ml of sec.-butanol was dissolved 2.1 g (0.091 mole) of metallic sodium, and then, 10.0 g (0.043 mole) of 5-chloro-phenyl-1H-pyrazolo[3,4-b]pyrazine was added to the solution. The mixture was heated under reflux for 2 hours. After completion of the reaction, the excessive amount of sec.-butanol was removed by distillation under a reduced pressure. The residue was washed with water, dried and then recrystallized from hexane to obtain 6.2 g (the yield was 53%) of 5-sec.-butoxy-1-phenyl-1H-pyr... The reactants are C=C1C(COCc2ccccc2)C(OCc2ccccc2)C(OCc2ccccc2)C(OCc2ccccc2)C1c1ccc(Cl)c(Cc2ccc(CC)cc2)c1, C[Zn]C, Cc1ccccc1, [Cl-], ICI, [NH4+], O. Yields the product CCc1ccc(Cc2cc(C3C(OCc4ccccc4)C(OCc4ccccc4)C(OCc4ccccc4)C(COCc4ccccc4)C34CC4)ccc2Cl)cc1. RXN SMILES: [CH2:1]([c:2]1[cH:3][cH:4][cH:5][cH:6][cH:7]1)[O:8][CH2:9][CH:10]1[CH:11]([O:49][CH2:50][c:51]2[cH:52][cH:53][cH:54][cH:55][cH:56]2)[CH:12]([O:41][CH2:42][c:43]2[cH:44][cH:45][cH:46][cH:47][cH:48]2)[CH:13]([O:33][CH2:34][c:35]2[cH:36][cH:37][cH:38][cH:39][cH:40]2)[CH:14]([c:17]2[cH:18][c:19]([CH2:24][c:25]3[cH:26][cH:27][c:28]([CH2:31][CH3:32])[cH:29][cH:30]3)[c:20]([Cl:23])[cH:21][cH:22]2)[C:15]1=[CH2:16].[CH3:57][Zn:58][CH3:59].[CH3:65][c:66]1[cH:67][cH:68][cH:69][cH:70][cH:71]1.[Cl-:63].[I:60][CH2:61][I:62].[NH4+:64].[OH2:72]>>[CH2:1]([c:2]1[cH:3][cH:4][cH:5][cH:6][cH:7]1)[O:8][CH2:9][CH:10]1[CH:11]([O:49][CH2:50][c:51]2[cH:52][cH:53][cH:54][cH:55][cH:56]2)[CH:12]([O:41][CH2:42][c:43]2[cH:44][cH:45][cH:46][cH:47][cH:48]2)[CH:13]([O:33][CH2:34][c:35]2[cH:36][cH:37][cH:38][cH:39][cH:40]2)[CH:14]([c:17]2[cH:18][c:19]([CH2:24][c:25]3[cH:26][cH:27][c:28]([CH2:31][CH3:32])[cH:29][cH:30]3)[c:20]([Cl:23])[cH:21][cH:22]2)[C:15]12[CH2:16][CH2:57]2.